Dataset: the Open Reaction Database (ORD), a public repository of structured organic reaction records. Task: describe an organic reaction: reactants, conditions, products, and yield Starting materials: C(C)OC(=O)N[C@@](CC1=CC=CC=C1)(C(=O)N1[C@H](C(=O)N[C@@H](CCCNC(N)=N)C=O)CCC1)CCCC.Cl (EtOCO-Phe(αn-Bu)-Pro-Arg-H·HCl), C(C)OC(=O)N[C@@](CC1=CC=CC=C1)(C(=O)N1[C@H](C(=O)OCC2=CC=CC=C2)CCC1)CCCC (EtOCO-Phe(αn-Bu)-Pro-OBzl). The product is C(C)OC(=O)N[C@@H](CC1=CC=CC=C1)C(=O)[C@@]1(N(CCC1)CCCC)C(=O)N[C@@H](CCCNC(N)=N)C=O (N-Ethoxycarbonylphenylalanyl (αn-butyl)-L-prolinyl-L-arginine Aldehyde). As a reaction SMILES: C(OC(N[C@:7]([CH2:35][CH2:36]CC)([C:15]([N:17]1[CH2:34][CH2:33][CH2:32][C@H:18]1[C:19]([NH:21][C@H:22]([CH:30]=[O:31])[CH2:23][CH2:24][CH2:25][NH:26][C:27](=[NH:29])[NH2:28])=[O:20])=O)CC1C=CC=CC=1)=O)C.Cl.[CH2:40]([O:42][C:43]([NH:45][C@:46](CCCC)([C:54](N1CCC[C@H]1C(OCC1C=CC=CC=1)=O)=[O:55])[CH2:47][C:48]1[CH:53]=[CH:52][CH:51]=[CH:50][CH:49]=1)=[O:44])[CH3:41]>>[CH2:40]([O:42][C:43]([NH:45][C@H:46]([C:54]([C@@:18]1([C:19]([NH:21][C@H:22]([CH:30]=[O:31])[CH2:23][CH2:24][CH2:25][NH:26][C:27](=[NH:29])[NH2:28])=[O:20])[CH2:32][CH2:33][CH2:34][N:17]1[CH2:15][CH2:7][CH2:35][CH3:36])=[O:55])[CH2:47][C:48]1[CH:53]=[CH:52][CH:51]=[CH:50][CH:49]=1)=[O:44])[CH3:41] |f:0.1|. Reported procedure: By methods substantially equivalent to those described in Example 17, 1.47 g of EtOCO-Phe(αn-Bu)-Pro-Arg-H·HCl was prepared from EtOCO-Phe(αn-Bu)-Pro-OBzl (TLC Rf =0.74, 50% ethyl acetate:hexanes). EtOCO-Phe(αn-Bu)-Pro-Arg-H·HCl was purified by RPHPLC (98/2 (A/B), 60 min; to 85/15 (A/B), 300 min). Starting materials: FC1(C(C1)(C(=O)O)C)Cl (2-fluoro-2-chloro-1-methyl-cyclopropanecarboxylic acid), S(O)(O)(=O)=O (sulphuric acid), C(C)O (ethanol). Product: FC1(C(C1)(C(=O)OCC)C)Cl (ethyl 2-fluoro-2-chloro-1-methyl-cyclopropane-carboxylate). Isolated yield 79.0%. As a reaction SMILES: [F:1][C:2]1([Cl:9])[CH2:4][C:3]1([CH3:8])[C:5]([OH:7])=[O:6].S(=O)(=O)(O)O.[CH2:15](O)[CH3:16]>>[F:1][C:2]1([Cl:9])[CH2:4][C:3]1([CH3:8])[C:5]([O:7][CH2:15][CH3:16])=[O:6]. Procedure details: 44 ml of ethanol are added at room temperature and with stirring to 43 g (0.28 mol) of 2-fluoro-2-chloro-1-methyl-cyclopropanecarboxylic acid. After the addition of sulphuric acid, the reaction mixture is refluxed for 16 hours. Excess ethanol is subsequently distilled off and the residue is dried and distilled under reduced pressure. In this manner, 40 g (79% of theory) of ethyl 2-fluoro-2-chloro-1-methyl-cyclopropane-carboxylate are obtained in the form of a liquid of boiling point 62-63° C./ 1... Starting materials: C(C)(=O)C=1N=CC(=NC1Cl)C1=CC=C(C=C1)NS(=O)(=O)C1=C(C(=CC=C1)Cl)Cl (N-[4-(5-acetyl-6-chloro-pyrazin-2-yl)-phenyl]-2,3-dichloro-benzenesulfonamide), NN (hydrazine). Run in CC(C)O (iPrOH), O (water). Run at temperature 120 celsius. Yields the product ClC1=C(C=CC=C1Cl)S(=O)(=O)NC1=CC=C(C=C1)C1=CN=C2C(=N1)NN=C2C (2,3-Dichloro-N-[4-(3-methyl-1H-pyrazolo[3,4-b]pyrazin-6-yl)phenyl]benzenesulfonamide). RXN SMILES: [C:1]([C:4]1[N:5]=[CH:6][C:7]([C:11]2[CH:16]=[CH:15][C:14]([NH:17][S:18]([C:21]3[CH:26]=[CH:25][CH:24]=[C:23]([Cl:27])[C:22]=3[Cl:28])(=[O:20])=[O:19])=[CH:13][CH:12]=2)=[N:8][C:9]=1Cl)(=O)[CH3:2].[NH2:29][NH2:30]>CC(O)C.O>[Cl:28][C:22]1[C:23]([Cl:27])=[CH:24][CH:25]=[CH:26][C:21]=1[S:18]([NH:17][C:14]1[CH:15]=[CH:16][C:11]([C:7]2[N:8]=[C:9]3[NH:29][N:30]=[C:1]([CH3:2])[C:4]3=[N:5][CH:6]=2)=[CH:12][CH:13]=1)(=[O:20])=[O:19]. Reported procedure: N-[4-(5-acetyl-6-chloro-pyrazin-2-yl)-phenyl]-2,3-dichloro-benzenesulfonamide (230 mg) was suspended in a mixture of 2 ml iPrOH and 2 ml 35% hydrazine in water at RT and heated to 120° C. by microwave irradiation (Biotage Initiator™ apparatus) for 20 min under stirring in a sealed vessel. The reaction mixture was left to cool to RT, quenched with a saturated aqueous sodium bicarbonate solution (10 ml) and extracted with EtOAc (3×30 ml). The combined organic phases were dried over sodium sulfate,... Reactants: [BH4-], Cc1cnc(C=O)c(C)c1, CO, [K+], [K+], NCCCCN1CCCC1, [Na+], O=C([O-])[O-], O. Product: Cc1cnc(CNCCCCN2CCCC2)c(C)c1. RXN SMILES: [BH4-:27].[CH3:11][c:12]1[c:13]([CH:19]=[O:20])[n:14][cH:15][c:16]([CH3:18])[cH:17]1.[CH3:29][OH:30].[K+:21].[K+:22].[N:1]1([CH2:6][CH2:7][CH2:8][CH2:9][NH2:10])[CH2:2][CH2:3][CH2:4][CH2:5]1.[Na+:28].[O-:23][C:24]([O-:25])=[O:26].[OH2:31]>>[N:1]1([CH2:6][CH2:7][CH2:8][CH2:9][NH:10][CH2:19][c:13]2[c:12]([CH3:11])[cH:17][c:16]([CH3:18])[cH:15][n:14]2)[CH2:2][CH2:3][CH2:4][CH2:5]1.